From a dataset of the Open Reaction Database (ORD), a public repository of structured organic reaction records. describe an organic reaction: reactants, conditions, products, and yield Starting materials: CN(C)C=O, [H-], [H][H], CI, [Na+], OC(c1ccccc1)c1ccc2[nH]nnc2c1. Yields the product Cn1nnc2ccc(C(O)c3ccccc3)cc21. Reaction SMILES: [CH3:24][N:25]([CH3:26])[CH:27]=[O:28].[H-:18].[H:20][H:21].[I:22][CH3:23].[Na+:19].[c:1]1([CH:7]([OH:8])[c:9]2[cH:10][c:11]3[c:12]([nH:13][n:14][n:15]3)[cH:16][cH:17]2)[cH:2][cH:3][cH:4][cH:5][cH:6]1>>[c:1]1([CH:7]([OH:8])[c:9]2[cH:10][c:11]3[c:12]([n:13][n:14][n:15]3[CH3:23])[cH:16][cH:17]2)[cH:2][cH:3][cH:4][cH:5][cH:6]1.